From a dataset of the Open Reaction Database (ORD), a public repository of structured organic reaction records. describe an organic reaction: reactants, conditions, products, and yield Starting materials: COC(=O)Cc1ccc(C#Cc2ccc3c(c2)C(C)(C)CCC3=O)cc1, CO. Product: COC(=O)Cc1ccc(C#Cc2ccc3c(c2)C(C)(C)CCC3O)cc1. RXN SMILES: [CH3:1][C:2]1([CH3:26])[CH2:3][CH2:4][C:5](=[O:25])[c:6]2[cH:7][cH:8][c:9]([C:12]#[C:13][c:14]3[cH:15][cH:16][c:17]([CH2:20][C:21](=[O:22])[O:23][CH3:24])[cH:18][cH:19]3)[cH:10][c:11]21.[CH3:27][OH:28]>>[CH3:1][C:2]1([CH3:26])[CH2:3][CH2:4][CH:5]([OH:25])[c:6]2[cH:7][cH:8][c:9]([C:12]#[C:13][c:14]3[cH:15][cH:16][c:17]([CH2:20][C:21](=[O:22])[O:23][CH3:24])[cH:18][cH:19]3)[cH:10][c:11]21. The reactants are CO, Cl, [Li+], COC(=O)c1nc(Br)cnc1N, [OH-], O. Product: Nc1ncc(Br)nc1C(=O)O. Reaction SMILES: [CH3:16][OH:17].[ClH:15].[Li+:13].[NH2:1][c:2]1[c:3]([C:9](=[O:10])[O:11][CH3:12])[n:4][c:5]([Br:8])[cH:6][n:7]1.[OH-:14].[OH2:18]>>[NH2:1][c:2]1[c:3]([C:9](=[O:10])[OH:11])[n:4][c:5]([Br:8])[cH:6][n:7]1. The reactants are [OH-].[Na+] (NaOH), [H-].[Al+3].[Li+].[H-].[H-].[H-] (lithium aluminum hydride), O1CCCC1 (tetrahydrofuran), C(CC)[C@@H]1CC[C@H](CC1)[C@@H]1CC[C@H](CC1)CC(=O)O (trans-4-(trans-4-n-propylcyclohexyl)cyclohexyl-acetic acid). Solvent: O (water), C(C)(=O)OCC (ethyl acetate). Conditions: temperature 0 celsius. Yields the product OCC[C@@H]1CC[C@H](CC1)[C@@H]1CC[C@H](CC1)CCC (trans-4-hydroxyethyl-(trans-4-n-propylcyclohexyl)cyclohexane). Yield: 85.2%. As a reaction SMILES: [H-].[Al+3].[Li+].[H-].[H-].[H-].O1CCCC1.[CH2:12]([C@H:15]1[CH2:20][CH2:19][C@H:18]([C@H:21]2[CH2:26][CH2:25][C@H:24]([CH2:27][C:28](O)=[O:29])[CH2:23][CH2:22]2)[CH2:17][CH2:16]1)[CH2:13][CH3:14].[OH-].[Na+]>O.C(OCC)(=O)C>[OH:29][CH2:28][CH2:27][C@H:24]1[CH2:25][CH2:26][C@H:21]([C@H:18]2[CH2:19][CH2:20][C@H:15]([CH2:12][CH2:13][CH3:14])[CH2:16][CH2:17]2)[CH2:22][CH2:23]1 |f:0.1.2.3.4.5,8.9|. Procedure details: Into a three-necked flask having a 500 ml capacity was added lithium aluminum hydride (2.8 g), and cooled down to 0° C., followed by dropwise adding tetrahydrofuran (50 ml) and a solution of trans-4-(trans-4-n-propylcyclohexyl)cyclohexyl-acetic acid (26.6 g, 0.1 mol) in this order, agitating the mixture at room temperature for 4 hours to obtain a mixture. To this mixture ethyl acetate (10 ml), water (10 ml) and 2N NaOH aqueous solution (10 ml) were added in this order and refluxed for 30 minutes... The reagents and catalysts are Cl[Pd]([P](C1=CC=CC=C1)(C2=CC=CC=C2)C3=CC=CC=C3)([P](C4=CC=CC=C4)(C5=CC=CC=C5)C6=CC=CC=C6)Cl (bis(triphenylphosphine)palladium(II) dichloride). The product is ClC1=C(C=CC(=C1)F)C=1C(=NN(C1OC1=C(C=C(C#N)C=C1F)F)C)C (4-[[4-(2-Chloro-4-fluorophenyl)-1,3-dimethyl-1H-pyrazol-5-yl]oxy]-3,5-difluorobenzonitrile). Reactants: FC=1C=C(C#N)C=C(C1OC1=C(C(=NN1C)C)I)F (3,5-difluoro-4-[(4-iodo-1,3-dimethyl-1H-pyrazol-5-yl)oxy]-benzonitrile), FC=1C=C(C#N)C=C(C1OC1=C(C(=NN1C)C)I)F (3,5-Difluoro-4-[(4-iodo-1,3-dimethyl-1H-pyrazol-5-yl)oxy]benzonitrile), ClC1=C(C=CC(=C1)F)B(O)O (2-chloro-4-fluorobenzeneboronic acid), ClC1=C(C=CC(=C1)F)B(O)O (B-(2-chloro-4-fluorophenyl)-boronic acid), dichloro(bis)triphenylphosphine palladium(II), C([O-])([O-])=O.[K+].[K+] (potassium carbonate), O (water). As a reaction SMILES: [F:1][C:2]1[CH:3]=[C:4]([CH:7]=[C:8]([F:19])[C:9]=1[O:10][C:11]1[N:15]([CH3:16])[N:14]=[C:13]([CH3:17])[C:12]=1I)[C:5]#[N:6].[Cl:20][C:21]1[CH:26]=[C:25]([F:27])[CH:24]=[CH:23][C:22]=1B(O)O.C(=O)([O-])[O-].[K+].[K+].O>O1CCOCC1.Cl[Pd](Cl)([P](C1C=CC=CC=1)(C1C=CC=CC=1)C1C=CC=CC=1)[P](C1C=CC=CC=1)(C1C=CC=CC=1)C1C=CC=CC=1>[Cl:20][C:21]1[CH:26]=[C:25]([F:27])[CH:24]=[CH:23][C:22]=1[C:12]1[C:13]([CH3:17])=[N:14][N:15]([CH3:16])[C:11]=1[O:10][C:9]1[C:2]([F:1])=[CH:3][C:4]([C:5]#[N:6])=[CH:7][C:8]=1[F:19] |f:2.3.4,^1:46,65|. Run in O1CCOCC1 (1,4-dioxane). Reported procedure: To a solution of 3,5-difluoro-4-[(4-iodo-1,3-dimethyl-1H-pyrazol-5-yl)oxy]-benzonitrile (i.e. the product of Step B) (1.0 g, 2.67 mmol) in 1,4-dioxane (6 mL) was added 2-chloro-4-fluorobenzeneboronic acid (alternatively named B-(2-chloro-4-fluorophenyl)-boronic acid) (0.93 g, 5.33 mmol), dichloro(bis)triphenylphosphine palladium(II) (alternatively named bis(triphenylphosphine)palladium(II) dichloride) (93 mg, 0.13 mmol), potassium carbonate (0.74 g, 5.33 mmol), and water (4 mL). The resulting mi... Reactants: O=C(O)c1cn(C2CCNC2)nn1, CC#N, O=C(O)c1cn(C2CC2)c2c(F)c(F)c(F)cc2c1=O, Cl, [N-]=[N+]=C1CCCCCCCCCC1C1CCCCCCCCCC1. Product: O=C(O)c1cn(C2CCN(c3c(F)cc4c(=O)c(C(=O)O)cn(C5CC5)c4c3F)C2)nn1. Reaction SMILES: [C:22](=[O:23])([OH:24])[c:25]1[n:26][n:27][n:28]([CH:30]2[CH2:31][NH:32][CH2:33][CH2:34]2)[cH:29]1.[CH3:59][C:60]#[N:61].[CH:1]1([n:4]2[cH:5][c:6]([C:18](=[O:19])[OH:20])[c:7](=[O:17])[c:8]3[cH:9][c:10]([F:16])[c:11]([F:15])[c:12]([F:14])[c:13]23)[CH2:2][CH2:3]1.[ClH:21].[N+:35](=[C:36]1[CH2:37][CH2:38][CH2:39][CH2:40][CH2:41][CH2:42][CH2:43][CH2:44][CH2:45][CH:46]1[CH:47]1[CH2:48][CH2:49][CH2:50][CH2:51][CH2:52][CH2:53][CH2:54][CH2:55][CH2:56][CH2:57]1)=[N-:58]>>[CH:1]1([n:4]2[cH:5][c:6]([C:18](=[O:19])[OH:20])[c:7](=[O:17])[c:8]3[cH:9][c:10]([F:16])[c:11]([N:32]4[CH2:31][CH:30]([n:28]5[n:27][n:26][c:25]([C:22](=[O:23])[OH:24])[cH:29]5)[CH2:34][CH2:33]4)[c:12]([F:14])[c:13]23)[CH2:2][CH2:3]1. Reactants: [NH4+].[Cl-] (NH4Cl), C1=C(C=CC2=CC=CC=C12)O (β-Naphthol), C(C)(C)(C)OC(=O)N1S(OC[C@@H]1C)(=O)=O ((S)-4-Methyl-2,2-dioxo-oxathiazolidine-3-carboxylic acid tert-butyl ester), Potassium tert-butylate. The solvent is CN(C)C=O (DMF). Run at temperature 0 celsius, time 3 hour. Yields the product C(C)(C)(C)OC(N[C@H](COC1=CC2=CC=CC=C2C=C1)C)=O ((S)-[1-Methyl-2-(naphthalen-2-yloxy)-ethyl]-carbamic acid tert-butyl ester). Yield: 99.5%. RXN SMILES: [CH:1]1[C:10]2[C:5](=[CH:6][CH:7]=[CH:8][CH:9]=2)[CH:4]=[CH:3][C:2]=1[OH:11].[C:12]([O:16][C:17]([N:19]1[C@@H:23]([CH3:24])[CH2:22]OS1(=O)=O)=[O:18])([CH3:15])([CH3:14])[CH3:13].[NH4+].[Cl-]>CN(C=O)C>[C:12]([O:16][C:17](=[O:18])[NH:19][C@@H:23]([CH3:22])[CH2:24][O:11][C:2]1[CH:3]=[CH:4][C:5]2[C:10](=[CH:9][CH:8]=[CH:7][CH:6]=2)[CH:1]=1)([CH3:15])([CH3:14])[CH3:13] |f:2.3|. Reported procedure: β-Naphthol (721 mg) was dissolved in DMF (25 mL) and cooled to 0° C. Potassium-tert-butylate (1M in THF, 6.0 mL) was added drop by drop over a period of 15 minutes and the mixture was stirred for 30 min. (S)-4-Methyl-2,2-dioxo-[1,2,3]oxathiazolidine-3-carboxylic acid tert-butyl ester (IV, 1.42 g) was added in one portion and stirring was continued for 3 hours. The reaction mixture was poured into 1M NH4Cl and extracted with ether. The organic phase washed with 1M NH4Cl and brine, dried over Na2S... Starting materials: Brc1ccc2c(ccn2Cc2ccccc2)c1, CC(C)n1ccnc1. Reagents/catalysts: CC(C)(C)c1ccc(-c2ccc(C(C)(C)C)cc2)cc1 (4,4'-di-tert-butylbiphenyl), CC(C)(C)C(=O)[O-].[K+] (KOPiv), Cl[Pd]CC=C.C=CC[Pd]Cl ([Pd(allyl)Cl]2), CN(C)c1ccc(P(C2CCCCC2)C2CCCCC2)cc1 (A-caPhos). Run in CC(=O)N(C)C (DMA), CC(=O)N(C)C (DMA), CC(=O)N(C)C (DMA). Conditions: temperature 120 celsius, time 24 hour. The product is CC(C)n1cncc1-c1ccc2c(ccn2Cc2ccccc2)c1. The yield is 9.6%. Reactants: CCOCC, Clc1cccc(I)c1Cl, [Mg]. Product: [Mg+]c1cccc(Cl)c1Cl, [I-]. RXN SMILES: [CH3:11][CH2:12][O:13][CH2:14][CH3:15].[Cl:1][c:2]1[c:3]([I:9])[cH:4][cH:5][cH:6][c:7]1[Cl:8].[Mg:10]>>[Cl:1][c:2]1[c:3]([Mg+:10])[cH:4][cH:5][cH:6][c:7]1[Cl:8].[I-:9]. Starting materials: C(C)OC(C(CC1=CC=C(C=C1)OCCC1N(C(NC1)=O)C)(C)OC1=C(C=CC=C1)F)=O (2-(2-Fluoro-phenoxy)-2-methyl-3-{4-[2-(3-methyl-2-oxo-imidazolidin-4-yl)-ethoxy]-phenyl}-propionic acid ethyl ester), [H-].[Na+] (sodium hydride), COC=1C=C(CBr)C=CC1 (3-Methoxybenzyl bromide). Reagents/catalysts: [I-].C(CCC)[N+](CCCC)(CCCC)CCCC (tetrabutyl ammonium iodide). Solvent: C(C)(=O)OCC (ethyl acetate). Reaction conditions: time 1 hour. Product: C(C)OC(C(CC1=CC=C(C=C1)OCCC1N(C(N(C1)CC1=CC(=CC=C1)OC)=O)C)(C)OC1=C(C=CC=C1)F)=O (2-(2-Fluoro-phenoxy)-3-(4-{2-[1-(3-methoxy-benzyl)-3-methyl-2-oxo-imidazolidin-4-yl]-ethoxy}-phenyl)-2-methyl-propionic acid ethyl ester). RXN SMILES: [CH3:1][O:2][C:3]1[CH:4]=[C:5]([CH:8]=[CH:9][CH:10]=1)[CH2:6]Br.[CH2:11]([O:13][C:14](=[O:42])[C:15]([O:34][C:35]1[CH:40]=[CH:39][CH:38]=[CH:37][C:36]=1[F:41])([CH3:33])[CH2:16][C:17]1[CH:22]=[CH:21][C:20]([O:23][CH2:24][CH2:25][CH:26]2[CH2:30][NH:29][C:28](=[O:31])[N:27]2[CH3:32])=[CH:19][CH:18]=1)[CH3:12].[H-].[Na+]>[I-].C([N+](CCCC)(CCCC)CCCC)CCC.C(OCC)(=O)C>[CH2:11]([O:13][C:14](=[O:42])[C:15]([O:34][C:35]1[CH:40]=[CH:39][CH:38]=[CH:37][C:36]=1[F:41])([CH3:33])[CH2:16][C:17]1[CH:22]=[CH:21][C:20]([O:23][CH2:24][CH2:25][CH:26]2[CH2:30][N:29]([CH2:6][C:5]3[CH:8]=[CH:9][CH:10]=[C:3]([O:2][CH3:1])[CH:4]=3)[C:28](=[O:31])[N:27]2[CH3:32])=[CH:19][CH:18]=1)[CH3:12] |f:2.3,4.5|. Procedure: 3-Methoxybenzyl bromide (0.02 mL, 0.172 mmol, d=1.436) and tetrabutyl ammonium iodide (catalytic amount) are added to a 0° C. suspension of 2-(2-Fluoro-phenoxy)-2-methyl-3-{4-[2-(3-methyl-2-oxo-imidazolidin-4-yl)-ethoxy]-phenyl}-propionic acid ethyl ester (0.051 g, 0.115 mmol) and sodium hydride (0.011 g, 0.287 mmol, 60% suspension on mineral oil), and pre-stirred for 1 h at ambient temperature. The reaction mixture is stirred at ambient temperature for 18 h, diluted with ethyl acetate, and wash... Starting materials: FC1=CC=C(C=C1)[Mg]Br (4-fluorophenylmagnesium bromide), NC1=C(C#N)C=C(C=C1)Cl (2-amino-5-chlorobenzonitrile), C1CCOC1 (THF), C1CCOC1 (THF). Run at time 17 hour. The product is NC1=C(C=C(C=C1)Cl)C(=O)C1=CC=C(C=C1)F ((2-amino-5-chlorophenyl)(4-fluorophenyl)methanone). RXN SMILES: [F:1][C:2]1[CH:7]=[CH:6][C:5]([Mg]Br)=[CH:4][CH:3]=1.[NH2:10][C:11]1[CH:18]=[CH:17][C:16]([Cl:19])=[CH:15][C:12]=1[C:13]#N.C1C[O:23]CC1>>[NH2:10][C:11]1[CH:18]=[CH:17][C:16]([Cl:19])=[CH:15][C:12]=1[C:13]([C:5]1[CH:6]=[CH:7][C:2]([F:1])=[CH:3][CH:4]=1)=[O:23]. Reported procedure: To a 0° C. solution of 1.0M 4-fluorophenylmagnesium bromide in THF (196.6 mL, 196.6 mmol) was added a THF solution (100 mL) of 2-amino-5-chlorobenzonitrile (10.0 gm, 65.5 mmol) over 0.5 h. The ice bath was removed and the reaction stirred at ambient temperature for 17 h. The brown solution was cooled in an ice bath, treated with a drop wise addition of aqueous 1N HCl (300 mL) and extracted with ether (2×250 mL). The combined organic extracts were washed with aqueous 1N HCl (100 mL), water (2×150...